The task is: describe an organic reaction: reactants, conditions, products, and yield. This data is from the Open Reaction Database (ORD), a public repository of structured organic reaction records. Reactants: S(=O)([O-])[O-].[Na+].[Na+] (sodium sulfite), ClC(C(=O)O)CCC1=CC=C(C=C1)C1=C(C=CC=C1)Cl (α-chloro-γ-(2'-chloro-4-biphenylyl) butyric acid), [Na] (sodium). Run in C(C)O (ethanol). Reaction conditions: time 15 hour. Yields the product S(=O)(=O)(O)C(C(=O)O)CCC1=CC=C(C=C1)C1=C(C=CC=C1)Cl (α-sulfo-γ-(2'-chloro-4-biphenylyl)butyric acid), [Na][Na] (disodium). Reaction SMILES: [S:1]([O-:4])([O-:3])=[O:2].[Na+:5].[Na+:6].Cl[CH:8]([CH2:12][CH2:13][C:14]1[CH:19]=[CH:18][C:17]([C:20]2[CH:25]=[CH:24][CH:23]=[CH:22][C:21]=2[Cl:26])=[CH:16][CH:15]=1)[C:9]([OH:11])=[O:10].[Na]>C(O)C>[S:1]([CH:8]([CH2:12][CH2:13][C:14]1[CH:19]=[CH:18][C:17]([C:20]2[CH:25]=[CH:24][CH:23]=[CH:22][C:21]=2[Cl:26])=[CH:16][CH:15]=1)[C:9]([OH:11])=[O:10])([OH:4])(=[O:3])=[O:2].[Na:5][Na:6] |f:0.1.2,^1:26|. Procedure details: To a solution of 250 ml. of anhydrous ethanol and 0.12 moles of sodium sulfite is added 0.1 moles of α-chloro-γ-(2'-chloro-4-biphenylyl) butyric acid, sodium salt. The reaction mixture is stirred for 15 hours, filtered and the residue worked with ethanol. The filtrate is evaporated to dryness to obtain α-sulfo-γ-(2'-chloro-4-biphenylyl)butyric acid, disodium salt. The reactants are Cc1sc2c(Br)c3ccccc3c(C3=CC(Br)([N+](=O)[O-])C(O)C=C3)c2c1C, Br, O=C(O)C(O)Cc1ccccc1. The product is Cc1sc2c(Br)c3ccccc3c(C3=CC(Br)([N+](=O)[O-])C(OC(Cc4ccccc4)C(=O)O)C=C3)c2c1C. As a reaction SMILES: [Br:1][C:2]1([N+:25](=[O:26])[O-:27])[CH:3]([OH:24])[CH:4]=[CH:5][C:6]([c:8]2[c:9]3[cH:10][cH:11][cH:12][cH:13][c:14]3[c:15]([Br:23])[c:16]3[s:17][c:18]([CH3:22])[c:19]([CH3:21])[c:20]23)=[CH:7]1.[Br:40].[OH:28][CH:29]([C:30](=[O:31])[OH:32])[CH2:33][c:34]1[cH:35][cH:36][cH:37][cH:38][cH:39]1>>[Br:1][C:2]1([N+:25](=[O:26])[O-:27])[CH:3]([O:24][CH:29]([C:30](=[O:31])[OH:32])[CH2:33][c:34]2[cH:35][cH:36][cH:37][cH:38][cH:39]2)[CH:4]=[CH:5][C:6]([c:8]2[c:9]3[cH:10][cH:11][cH:12][cH:13][c:14]3[c:15]([Br:23])[c:16]3[s:17][c:18]([CH3:22])[c:19]([CH3:21])[c:20]23)=[CH:7]1. Reactants: BrB(Br)Br, COc1cc(Cl)ccc1C(C)(C)CC(O)(CNc1cccc2nc(CO)ccc12)C(F)(F)F. Product: CC(C)(CC(O)(CNc1cccc2nc(CO)ccc12)C(F)(F)F)c1ccc(Cl)cc1O. As a reaction SMILES: [B:34]([Br:35])([Br:36])[Br:37].[Cl:1][c:2]1[cH:3][c:4]([O:32][CH3:33])[c:5]([C:8]([CH2:9][C:10]([CH2:11][NH:12][c:13]2[c:14]3[cH:15][cH:16][c:17]([CH2:23][OH:24])[n:18][c:19]3[cH:20][cH:21][cH:22]2)([OH:25])[C:26]([F:27])([F:28])[F:29])([CH3:30])[CH3:31])[cH:6][cH:7]1>>[Cl:1][c:2]1[cH:3][c:4]([OH:32])[c:5]([C:8]([CH2:9][C:10]([CH2:11][NH:12][c:13]2[c:14]3[cH:15][cH:16][c:17]([CH2:23][OH:24])[n:18][c:19]3[cH:20][cH:21][cH:22]2)([OH:25])[C:26]([F:27])([F:28])[F:29])([CH3:30])[CH3:31])[cH:6][cH:7]1.